Dataset: the Open Reaction Database (ORD), a public repository of structured organic reaction records. Task: describe an organic reaction: reactants, conditions, products, and yield The reactants are C(C)(C)(C)OC(=O)NCC1CN(CC1)CCNS(=O)(=O)C (3-tert-Butoxycarbonylaminomethyl-1-(2-methylsulfonylaminoethyl)pyrrolidine), NC1=CC(=C(C(=O)O)C=C1Cl)OC (4-amino-5-chloro-2-methoxybenzoic acid). The product is C(C1=CC=CC=C1)(=O)N (benzamide). RXN SMILES: C(OC([NH:8]CC1CCN(CCNS(C)(=O)=O)C1)=O)(C)(C)C.N[C:23]1[C:31](Cl)=[CH:30][C:26]([C:27](O)=[O:28])=[C:25](OC)[CH:24]=1>>[C:27]([NH2:8])(=[O:28])[C:26]1[CH:30]=[CH:31][CH:23]=[CH:24][CH:25]=1. Procedure: 3-tert-Butoxycarbonylaminomethyl-1-(2-methylsulfonylaminoethyl)pyrrolidine (2 g) as starting compound was reacted and treated in the same manner as in Example 67 using 4-amino-5-chloro-2-methoxybenzoic acid (1.25 g) to give 4-amino-5-chloro-2-methoxy-N-(2-methylsulfonylaminoethyl)pyrrolidin-3-ylmethyl)benzamide. Starting materials: N#Cc1ccc(N2CCNCC2)nc1, O=C(O)C1CN(S(=O)(=O)c2ccccc2)C(=O)N1C1CCCCC1. Product: N#Cc1ccc(N2CCN(C(=O)C3CN(S(=O)(=O)c4ccccc4)C(=O)N3C3CCCCC3)CC2)nc1. Reaction SMILES: [N:25]1([c:31]2[cH:32][cH:33][c:34]([C:37]#[N:38])[cH:35][n:36]2)[CH2:26][CH2:27][NH:28][CH2:29][CH2:30]1.[c:1]1([S:7](=[O:8])(=[O:9])[N:10]2[C:11](=[O:24])[N:12]([CH:18]3[CH2:19][CH2:20][CH2:21][CH2:22][CH2:23]3)[CH:13]([C:15](=[O:16])[OH:17])[CH2:14]2)[cH:2][cH:3][cH:4][cH:5][cH:6]1>>[c:1]1([S:7](=[O:8])(=[O:9])[N:10]2[C:11](=[O:24])[N:12]([CH:18]3[CH2:19][CH2:20][CH2:21][CH2:22][CH2:23]3)[CH:13]([C:15](=[O:16])[N:28]3[CH2:27][CH2:26][N:25]([c:31]4[cH:32][cH:33][c:34]([C:37]#[N:38])[cH:35][n:36]4)[CH2:30][CH2:29]3)[CH2:14]2)[cH:2][cH:3][cH:4][cH:5][cH:6]1. Starting materials: CCCC(=S)C1CN(Cc2ccccc2)CC1C(=O)OCC, CC[SiH](CC)CC, CC(C)=O. Yields the product CCOC(=O)C1CN(Cc2ccccc2)CC1C=O. RXN SMILES: [CH2:1]([c:2]1[cH:3][cH:4][cH:5][cH:6][cH:7]1)[N:8]1[CH2:9][CH:10]([C:18]([CH2:19][CH2:20][CH3:21])=[S:22])[CH:11]([C:13](=[O:14])[O:15][CH2:16][CH3:17])[CH2:12]1.[CH2:23]([SiH:24]([CH2:25][CH3:26])[CH2:27][CH3:28])[CH3:29].[CH3:30][C:31]([CH3:32])=[O:33]>>[CH2:1]([c:2]1[cH:3][cH:4][cH:5][cH:6][cH:7]1)[N:8]1[CH2:9][CH:10]([CH:18]=[O:33])[CH:11]([C:13](=[O:14])[O:15][CH2:16][CH3:17])[CH2:12]1. Reactants: S1C=NC2=C1C=C(C=C2)C(=O)NNC(=O)OC(C)(C)C (tert-butyl 2-(benzothiazol-6-ylcarbonyl)hydrazinecarboxylate), FC(C(=O)O)(F)F (trifluoroacetic acid). Reaction conditions: time 1 hour. The product is FC(C(=O)O)(F)F.S1C=NC2=C1C=C(C=C2)C(=O)NN (benzothiazole-6-carbohydrazide trifluoroacetate). Yield: 94.0%. As a reaction SMILES: [S:1]1[C:5]2[CH:6]=[C:7]([C:10]([NH:12][NH:13]C(OC(C)(C)C)=O)=[O:11])[CH:8]=[CH:9][C:4]=2[N:3]=[CH:2]1.[F:21][C:22]([F:27])([F:26])[C:23]([OH:25])=[O:24]>>[F:21][C:22]([F:27])([F:26])[C:23]([OH:25])=[O:24].[S:1]1[C:5]2[CH:6]=[C:7]([C:10]([NH:12][NH2:13])=[O:11])[CH:8]=[CH:9][C:4]=2[N:3]=[CH:2]1 |f:2.3|. Procedure details: A mixture of tert-butyl 2-(benzothiazol-6-ylcarbonyl)hydrazinecarboxylate (5.28 g, 18.0 mmol) and trifluoroacetic acid (20 mL) was stirred at room temperature for 1 hr. Trifluoroacetic acid was evaporated under reduced pressure, and the residue was recrystallized from ethanol to give the title compound (5.18 g, yield 94%) as colorless crystals. Procedure details: Potassium acetate (2.56 g, 26.1 mmol) was added to a dimethylacetamide (25 mL) solution of 3-ethylhepta-2,6-dienoic acid (2.01 g, 13.0 mmol) and acetic anhydride (2.66 g, 26.1 mmol), and the mixture was stirred at room temperature for 1 hour and then stirred at 120° C. for 3 hours. The mixture was treated with an ice water solution, followed by extraction with diethyl ether. The organic layer was dried over anhydrous magnesium sulfate. Then, the solvent was distilled off under reduced pressure, ... RXN SMILES: C([O-])(=O)C.[K+].[CH2:6]([C:8]([CH2:13][CH2:14][CH:15]=[CH2:16])=[CH:9][C:10](O)=O)[CH3:7].C(OC(=O)C)(=O)C.COP([CH2:30][C:31]([O:33][C:34]([CH3:37])([CH3:36])[CH3:35])=[O:32])(OC)=O.[Cl-].[Li+].N12CCCN=C1CCCCC2>O.C(#N)C.CC(N(C)C)=O>[CH2:6]([C:8]1[C@H:13]2[C@H:16]([CH2:15][C:14]2=[CH:30][C:31]([O:33][C:34]([CH3:37])([CH3:36])[CH3:35])=[O:32])[CH2:10][CH:9]=1)[CH3:7] |f:0.1,5.6|. Reaction conditions: time 1 hour. The reactants are ice water, COP(=O)(OC)CC(=O)OC(C)(C)C (tert-butyl dimethylphosphonoacetate), [Cl-].[Li+] (lithium chloride), N12CCCCCC2=NCCC1 (1,8-diazabicyclo[5.4.0]undec-7-ene), C(C)(=O)[O-].[K+] (Potassium acetate), C(C)C(=CC(=O)O)CCC=C (3-ethylhepta-2,6-dienoic acid), C(C)(=O)OC(C)=O (acetic anhydride). The product is C(C)C1=CC[C@H]2CC([C@@H]12)=CC(=O)OC(C)(C)C (Tert-butyl(±)-[(1S,5R)-4-ethylbicyclo[3.2.0]hept-3-en-6-ylidene]acetate). Solvent: O (water), C(C)#N (acetonitrile), CC(=O)N(C)C (dimethylacetamide).